From a dataset of the Open Reaction Database (ORD), a public repository of structured organic reaction records. describe an organic reaction: reactants, conditions, products, and yield Reactants: Cl[C@@H]1C[C@H]([C@@H]([C@H]1C\C=C/CCCC(=O)OCC=C)\C=C\[C@H](CCC[C@@H](C)O)O)OC1OCCCC1 ((Z)-allyl 7-((1R,2R,3R,5R)-5-chloro-2-((3S,7R,E)-3,7-dihydroxyoct-1-enyl)-3-(tetrahydro-2H-pyran-2-yloxy)cyclopentyl)hept-5-enoate), C1(=CC=C(C=C1)S(=O)(=O)[O-])C.[NH+]1=CC=CC=C1 (pyridinium p-toluenesulfonate). Solvent: CCOC(=O)C (EtOAc), CO (methanol). Run at temperature 22 celsius, time 7.5 hour. Product: Cl[C@@H]1C[C@H]([C@@H]([C@H]1C\C=C/CCCC(=O)OCC=C)\C=C\[C@H](CCC[C@@H](C)O)O)O ((Z)-Allyl 7-((1R,2R,3R,5R)-5-chloro-2-((3S,7R,E)-3,7-dihydroxyoct-1-enyl)-3-hydroxycyclopentyl)hept-5-enoate). RXN SMILES: [Cl:1][C@H:2]1[C@H:6]([CH2:7]/[CH:8]=[CH:9]\[CH2:10][CH2:11][CH2:12][C:13]([O:15][CH2:16][CH:17]=[CH2:18])=[O:14])[C@@H:5](/[CH:19]=[CH:20]/[C@@H:21]([OH:28])[CH2:22][CH2:23][CH2:24][C@H:25]([OH:27])[CH3:26])[C@H:4]([O:29]C2CCCCO2)[CH2:3]1.C1(C)C=CC(S([O-])(=O)=O)=CC=1.[NH+]1C=CC=CC=1>CO.CCOC(C)=O>[Cl:1][C@H:2]1[C@H:6]([CH2:7]/[CH:8]=[CH:9]\[CH2:10][CH2:11][CH2:12][C:13]([O:15][CH2:16][CH:17]=[CH2:18])=[O:14])[C@@H:5](/[CH:19]=[CH:20]/[C@@H:21]([OH:28])[CH2:22][CH2:23][CH2:24][C@H:25]([OH:27])[CH3:26])[C@H:4]([OH:29])[CH2:3]1 |f:1.2|. Procedure: A 20 mL vial equipped with a magnetic stirbar was charged with 175 mg (0.34 mmol) of TAP-ether 8 dissolved in 5 mL of methanol. To this was then added 300 mg (1.20 mmol) of pyridinium p-toluenesulfonate and the mixture was stirred at 22° C. over 7.5 h. The reaction was sampled by TLC (Rf of product was 0.6 in EtOAc) and worked up by concentration in vacuo to remove methanol. The residual products were taken up in ethyl acetate and filtered through a 22 g plug of silica gel, eluting the polar pro... Reactants: C1(CCCC1)C1C(CCC=C1OC)=O (2-cyclopentyl-3-methoxycyclohex-3-en-1-one), C[O-].[Na+] (sodium methoxide), P(=O)(O)([O-])[O-].[Na+].[Na+] (sodium hydrogen phosphate). Run in C1CCOC1 (THF). Conditions: time 1.5 hour. The product is C1(CCCC1)C=1C(CCCC1OC)=O (2-Cyclopentyl-3-methoxy-cyclohex-2-enone). Isolated yield 65.6%. As a reaction SMILES: [CH:1]1([CH:6]2[C:11]([O:12][CH3:13])=[CH:10][CH2:9][CH2:8][C:7]2=[O:14])[CH2:5][CH2:4][CH2:3][CH2:2]1.C[O-].[Na+].P([O-])([O-])(O)=O.[Na+].[Na+]>C1COCC1>[CH:1]1([C:6]2[C:7](=[O:14])[CH2:8][CH2:9][CH2:10][C:11]=2[O:12][CH3:13])[CH2:2][CH2:3][CH2:4][CH2:5]1 |f:1.2,3.4.5|. Reported procedure: To a solution of 2-cyclopentyl-3-methoxycyclohex-3-en-1-one (4.3 g) in dry THF (120 mL), sodium methoxide (1.1 g) was added in portions at room temperature. After stirring the reaction mixture at room temperature for 1.5 hours, cooled in an ice bath, and neutralized with sodium hydrogen phosphate solution. The organic layer was separated, aqueous layer was extracted with ethyl acetate (2×50 mL). The combined organic extract was washed with brine and dried over anhydrous sodium sulfate. The solve... Starting materials: C(CCCCCCCCCCCCCCCCCCCCC)Br (docosyl bromide), C([O-])([O-])=O.[K+].[K+] (potassium carbonate), [I-].[Na+] (sodium iodide), OC1=CC=C(C(=O)OCC)C=C1 (ethyl p-hydroxybenzoate). Run in CC(=O)C (acetone). Product: C(CCCCCCCCCCCCCCCCCCCCC)OC1=CC=C(C(=O)OCC)C=C1 (ethyl 4-docosyloxybenzoate). Yield: 93.2%. RXN SMILES: [CH2:1](Br)[CH2:2][CH2:3][CH2:4][CH2:5][CH2:6][CH2:7][CH2:8][CH2:9][CH2:10][CH2:11][CH2:12][CH2:13][CH2:14][CH2:15][CH2:16][CH2:17][CH2:18][CH2:19][CH2:20][CH2:21][CH3:22].C(=O)([O-])[O-].[K+].[K+].[I-].[Na+].[OH:32][C:33]1[CH:43]=[CH:42][C:36]([C:37]([O:39][CH2:40][CH3:41])=[O:38])=[CH:35][CH:34]=1>CC(C)=O>[CH2:1]([O:32][C:33]1[CH:34]=[CH:35][C:36]([C:37]([O:39][CH2:40][CH3:41])=[O:38])=[CH:42][CH:43]=1)[CH2:2][CH2:3][CH2:4][CH2:5][CH2:6][CH2:7][CH2:8][CH2:9][CH2:10][CH2:11][CH2:12][CH2:13][CH2:14][CH2:15][CH2:16][CH2:17][CH2:18][CH2:19][CH2:20][CH2:21][CH3:22] |f:1.2.3,4.5|. Reported procedure: To a solution of docosyl bromide (25 g, 0.064 mol), potassium carbonate (9.0 g) and sodium iodide (9.6 g) in acetone (150 ml), ethyl p-hydroxybenzoate (10.2 g, 0.061 mol) was added, and then reacted for 12 h under reflux with stirring. After cooling, the reaction mixture was filtered to remove inorganic materials, taken up in H2O (500 ml), and extracted with CH2Cl2 (3×100 ml). The organic layer was separated, washed with H2O, dried over MgSO4, and evaporated to dryness. The resultant residue was... Reactants: CO, [K+], [Na+], [OH-], [OH-], Cc1noc(N(S(=O)(=O)c2ccccc2)S(=O)(=O)c2ccccc2)c1-c1ccccc1. Yields the product Cc1noc(NS(=O)(=O)c2ccccc2)c1-c1ccccc1. RXN SMILES: [CH3:36][OH:37].[K+:33].[Na+:35].[OH-:32].[OH-:34].[c:1]1([S:7](=[O:8])(=[O:9])[N:10]([S:11]([c:12]2[cH:13][cH:14][cH:15][cH:16][cH:17]2)(=[O:18])=[O:19])[c:20]2[c:21](-[c:26]3[cH:27][cH:28][cH:29][cH:30][cH:31]3)[c:22]([CH3:25])[n:23][o:24]2)[cH:2][cH:3][cH:4][cH:5][cH:6]1>>[c:1]1([S:7](=[O:8])(=[O:9])[NH:10][c:20]2[c:21](-[c:26]3[cH:27][cH:28][cH:29][cH:30][cH:31]3)[c:22]([CH3:25])[n:23][o:24]2)[cH:2][cH:3][cH:4][cH:5][cH:6]1. The reactants are CNC (dimethylamine), C(C1=CC=CC=C1)(=O)C1=C(C=CC(=C1)Cl)N1N=C(N=C1CCl)C(=O)N (1-(2-benzoyl-4-chlorophenyl)-5-(chloromethyl)-1H-1,2,4-triazole-3-carboxamide), [I-].[Na+] (sodium iodide). Solvent: CO (methanol). Product: Cl.C(C1=CC=CC=C1)(=O)C1=C(C=CC(=C1)Cl)N1N=C(N=C1CN(C)C)C(=O)N (1-(2-benzoyl-4-chlorophenyl)-5-[(dimethylamino)-methyl]-1H-1,2,4-triazole-3-carboxamide-hydrochloride). RXN SMILES: [CH3:1][NH:2][CH3:3].[C:4]([C:12]1[CH:17]=[C:16]([Cl:18])[CH:15]=[CH:14][C:13]=1[N:19]1[C:23]([CH2:24]Cl)=[N:22][C:21]([C:26]([NH2:28])=[O:27])=[N:20]1)(=[O:11])[C:5]1[CH:10]=[CH:9][CH:8]=[CH:7][CH:6]=1.[I-].[Na+]>CO>[ClH:18].[C:4]([C:12]1[CH:17]=[C:16]([Cl:18])[CH:15]=[CH:14][C:13]=1[N:19]1[C:23]([CH2:24][N:2]([CH3:3])[CH3:1])=[N:22][C:21]([C:26]([NH2:28])=[O:27])=[N:20]1)(=[O:11])[C:5]1[CH:10]=[CH:9][CH:8]=[CH:7][CH:6]=1 |f:2.3,5.6|. Reported procedure: 4.0 ml of 33% ethanolic dimethylamine solution is added to a mixture of 3.75 g (0.01 mole) of 1-(2-benzoyl-4-chlorophenyl)-5-(chloromethyl)-1H-1,2,4-triazole-3-carboxamide and 0.15 g of sodium iodide in 70 ml of methanol, and the whole is refluxed for 4 hours with stirring. The reaction mixture is subsequently concentrated in vacuo. Water and saturated sodium carbonate solution are added until the pH-value has reached 10, and extraction is performed twice with ethyl acetate. The organic phase is... Starting materials: C1(CCCCC1)N(C(=O)NC=1SC(=CN1)SC#N)C1CCCCC1 (1,1-dicyclohexyl-3-(5-thiocyanato-thiazol-2-yl)-urea), SC[C@H](O)[C@H](O)CS (dithioerythritol), ClCCN1CCCCC1 (1-(2-chloroethyl)-piperidine). Yields the product C1(CCCCC1)N(C(=O)NC=1SC(=CN1)SCCN1CCCCC1)C1CCCCC1 (1,1-Dicyclohexyl-3-[5-(2-piperidin-1-yl-ethylsulfanyl)-thiazol-2-yl]-urea). As a reaction SMILES: [CH:1]1([N:7]([CH:19]2[CH2:24][CH2:23][CH2:22][CH2:21][CH2:20]2)[C:8]([NH:10][C:11]2[S:12][C:13]([S:16]C#N)=[CH:14][N:15]=2)=[O:9])[CH2:6][CH2:5][CH2:4][CH2:3][CH2:2]1.SC[C@@H]([C@@H](CS)O)O.Cl[CH2:34][CH2:35][N:36]1[CH2:41][CH2:40][CH2:39][CH2:38][CH2:37]1>>[CH:19]1([N:7]([CH:1]2[CH2:2][CH2:3][CH2:4][CH2:5][CH2:6]2)[C:8]([NH:10][C:11]2[S:12][C:13]([S:16][CH2:34][CH2:35][N:36]3[CH2:41][CH2:40][CH2:39][CH2:38][CH2:37]3)=[CH:14][N:15]=2)=[O:9])[CH2:20][CH2:21][CH2:22][CH2:23][CH2:24]1. Procedure: Prepared as described in general procedure (H) using 1,1-dicyclohexyl-3-(5-thiocyanato-thiazol-2-yl)-urea, dithioerythritol and 1-(2-chloroethyl)-piperidine Reactants: OC1=C(NS(C2=C1C=CC=C2)(=O)=O)C(=O)OCCOC (2-Methoxyethyl 4-hydroxy-2H-1,2-benzothiazine-3-carboxylate 1,1-dioxide), NC1=NC=CC=C1 (2-aminopyridine), C=1(C(=CC=CC1)C)C (xylene). Reaction conditions: time 6 hour. Yields the product CN1C(=C(C=2C=CC=CC2S1(=O)=O)O)C(=O)NC=3C=CC=CN3 (piroxicam). Yield: 96.0%. As a reaction SMILES: [OH:1][C:2]1[C:7]2[CH:8]=[CH:9][CH:10]=[CH:11][C:6]=2[S:5](=[O:13])(=[O:12])[NH:4][C:3]=1[C:14]([O:16]CCOC)=O.[NH2:21][C:22]1[CH:27]=[CH:26][CH:25]=[CH:24][N:23]=1.[C:28]1(C)C(C)=CC=CC=1>>[CH3:28][N:4]1[S:5](=[O:12])(=[O:13])[C:6]2[CH:11]=[CH:10][CH:9]=[CH:8][C:7]=2[C:2]([OH:1])=[C:3]1[C:14]([NH:21][C:22]1[CH:27]=[CH:26][CH:25]=[CH:24][N:23]=1)=[O:16]. Reported procedure: 2-Methoxyethyl 4-hydroxy-2H-1,2-benzothiazine-3-carboxylate 1,1-dioxide (28 g., 0.089 mole) and 2-aminopyridine (9.26 g., 0.098 mole) were combined with 500 ml. of xylene in a 1 liter flask equipped with an addition funnel and a reflux, variable take-off distillation head. The stirred reaction mixture was heated to reflux and the xylene distilled at the rate of approximately 100 ml./hour, while maintaining the pot volume almost constant by the addition of fresh xylene. After 6 hours, the head te... Starting materials: [N+](=O)([O-])C1=C(C=C(C=C1)SCC)C(F)(F)F (2-nitro-5-ethylthiobenzotrifluoride), NN (hydrazine), nitro, NN (hydrazine). Reagents/catalysts: [Pd] (palladium on carbon). Solvent: C(C)O (ethanol). Run at temperature 50 celsius. Yields the product C(C)SC1=CC(=C(N)C=C1)C(F)(F)F (4-Ethylthio-2-trifluoromethylaniline). As a reaction SMILES: NN.[N+:3]([C:6]1[CH:11]=[CH:10][C:9]([S:12][CH2:13][CH3:14])=[CH:8][C:7]=1[C:15]([F:18])([F:17])[F:16])([O-])=O>[Pd].C(O)C>[CH2:13]([S:12][C:9]1[CH:10]=[CH:11][C:6]([NH2:3])=[C:7]([C:15]([F:17])([F:16])[F:18])[CH:8]=1)[CH3:14]. Procedure: A solution of 64 percent aqueous hydrazine (75.6 g., 1.5 moles) is added dropwise to a warm (50° C.) stirred mixture of 2-nitro-5-ethylthiobenzotrifluoride (168.3 g, 0.67 mole) and 5 percent palladium on carbon catalyst (14.5 g) in 95 percent ethanol (1200 ml). After all of the hydrazine has been added, the reaction mixture is heated under reflux overnight. Thin layer chromatography indicates all of the nitro compound is reduced. The reaction mixture is then filtered and concentrated under reduc... The reactants are C(C)OC(=O)C1=CNC2=CC(=C(C=C2C1=O)Br)Cl (6-bromo-7-chloro-1,4-dihydro-4-oxoquinoline-3-carboxylic acid ethyl ester), C([O-])([O-])=O (carbonate), C(C)I (ethyl iodide). Solvent: CN(C)C=O (DMF). Reaction conditions: time 10 hour. Yields the product BrC=1C=C2C(C(=CN(C2=CC1Cl)CC)C(=O)O)=O (6-bromo-7-chloro-1-ethyl-1,4-dihydro-4-oxoquinoline-3-carboxylic acid). As a reaction SMILES: C([O:3][C:4]([C:6]1[C:15](=[O:16])[C:14]2[C:9](=[CH:10][C:11]([Cl:18])=[C:12]([Br:17])[CH:13]=2)[NH:8][CH:7]=1)=[O:5])C.C(=O)([O-])[O-].[CH2:23](I)[CH3:24]>CN(C=O)C>[Br:17][C:12]1[CH:13]=[C:14]2[C:9](=[CH:10][C:11]=1[Cl:18])[N:8]([CH2:23][CH3:24])[CH:7]=[C:6]([C:4]([OH:3])=[O:5])[C:15]2=[O:16]. Procedure details: A mixture of the above ester (7.5 g), pottasium carbonate (7.8 g), ethyl iodide (9.0 ml) and DMF (100 ml was stirred at 90°-110° C. for 10 hours and evaporated. The residue was extracted with chloroform, the chloroform layer was washed with water, and dried. The solvent was evaporated. The residue was added to a solution of sodium hydroxide (4.2 g) and water (100 ml) and refluxed for 30 minutes. The alkaline solution was acidified with concentrated hydrochloric acid and the precipitate was filte... Reagents/catalysts: [C].[Pd] (palladium-carbon). The solvent is C(C)(=O)O (acetic acid). Reported procedure: 1-[4-(1H-1-Tetrazolyl)phenyl]-2(1H,3H)-imidazolone (5.0 g) was dissolved in acetic acid (500 ml) and 10% palladium-carbon (50% wet, 5.0 g) was added. The resulting mixture was stirred at 40° C. for 4 hours under a hydrogen atmosphere. The catalyst was filtered and washed with acetic acid. The filtrate and the washings were combined and distilled off under reduced pressure. The residue was crystallized from ethanol to give 1-[4-(1H-1-tetrazolyl)phenyl]-2-imidazolidi-none (4.1 g) as colorless crys... Run at temperature 40 celsius, time 4 hour. RXN SMILES: [N:1]1([C:6]2[CH:11]=[CH:10][C:9]([N:12]3[CH:16]=[CH:15][NH:14][C:13]3=[O:17])=[CH:8][CH:7]=2)[CH:5]=[N:4][N:3]=[N:2]1>C(O)(=O)C.[C].[Pd]>[N:1]1([C:6]2[CH:11]=[CH:10][C:9]([N:12]3[CH2:16][CH2:15][NH:14][C:13]3=[O:17])=[CH:8][CH:7]=2)[CH:5]=[N:4][N:3]=[N:2]1 |f:2.3|. Isolated yield 81.3%. Yields the product N1(N=NN=C1)C1=CC=C(C=C1)N1C(NCC1)=O (1-[4-(1H-1-tetrazolyl)phenyl]-2-imidazolidi-none). The reactants are N1(N=NN=C1)C1=CC=C(C=C1)N1C(NC=C1)=O (1-[4-(1H-1-Tetrazolyl)phenyl]-2(1H,3H)-imidazolone).